Dataset: the Open Reaction Database (ORD), a public repository of structured organic reaction records. Task: describe an organic reaction: reactants, conditions, products, and yield Starting materials: ClCCl, O=S(=O)(Nc1ccccc1)c1cccc(C#CCO)c1. Yields the product O=CC#Cc1cccc(S(=O)(=O)Nc2ccccc2)c1. RXN SMILES: [CH2:21]([Cl:22])[Cl:23].[OH:1][CH2:2][C:3]#[C:4][c:5]1[cH:6][c:7]([S:11](=[O:12])(=[O:13])[NH:14][c:15]2[cH:16][cH:17][cH:18][cH:19][cH:20]2)[cH:8][cH:9][cH:10]1>>[O:1]=[CH:2][C:3]#[C:4][c:5]1[cH:6][c:7]([S:11](=[O:12])(=[O:13])[NH:14][c:15]2[cH:16][cH:17][cH:18][cH:19][cH:20]2)[cH:8][cH:9][cH:10]1. Reactants: CC(=O)Cl, COc1ccc(C(=O)Nc2cc(NC(=O)c3cccc(N)c3)ccc2C)cc1OC. Yields the product COc1ccc(C(=O)Nc2cc(NC(=O)c3cccc(NC(C)=O)c3)ccc2C)cc1OC. Reaction SMILES: [CH3:1][C:2]([Cl:3])=[O:4].[NH2:5][c:6]1[cH:7][c:8]([C:9](=[O:10])[NH:11][c:12]2[cH:13][cH:14][c:15]([CH3:31])[c:16]([NH:18][C:19]([c:20]3[cH:21][c:22]([O:28][CH3:29])[c:23]([O:26][CH3:27])[cH:24][cH:25]3)=[O:30])[cH:17]2)[cH:32][cH:33][cH:34]1>>[CH3:1][C:2](=[O:4])[NH:5][c:6]1[cH:7][c:8]([C:9](=[O:10])[NH:11][c:12]2[cH:13][cH:14][c:15]([CH3:31])[c:16]([NH:18][C:19]([c:20]3[cH:21][c:22]([O:28][CH3:29])[c:23]([O:26][CH3:27])[cH:24][cH:25]3)=[O:30])[cH:17]2)[cH:32][cH:33][cH:34]1. Starting materials: CCOC(=O)N=NC(=O)OCC, OCc1cccc(Nc2ccccc2)c1, C1CCOC1, COC(=O)CCc1ccc(O)cc1, c1ccc(P(c2ccccc2)c2ccccc2)cc1, Cc1ccccc1. Yields the product COC(=O)CCc1ccc(OCc2cccc(Nc3ccccc3)c2)cc1. RXN SMILES: [N:55]([C:56]([O:57][CH2:58][CH3:59])=[O:60])=[N:61][C:62]([O:63][CH2:64][CH3:65])=[O:66].[NH:1]([c:2]1[cH:3][cH:4][cH:5][cH:6][cH:7]1)[c:8]1[cH:9][c:10]([CH2:14][OH:15])[cH:11][cH:12][cH:13]1.[O:67]1[CH2:68][CH2:69][CH2:70][CH2:71]1.[OH:16][c:17]1[cH:18][cH:19][c:20]([CH2:23][CH2:24][C:25](=[O:26])[O:27][CH3:28])[cH:21][cH:22]1.[c:29]1([P:30]([c:31]2[cH:32][cH:33][cH:34][cH:35][cH:36]2)[c:37]2[cH:38][cH:39][cH:40][cH:41][cH:42]2)[cH:43][cH:44][cH:45][cH:46][cH:47]1.[c:48]1([CH3:49])[cH:50][cH:51][cH:52][cH:53][cH:54]1>>[NH:1]([c:2]1[cH:3][cH:4][cH:5][cH:6][cH:7]1)[c:8]1[cH:9][c:10]([CH2:14][O:15][c:17]2[cH:18][cH:19][c:20]([CH2:23][CH2:24][C:25](=[O:26])[O:27][CH3:28])[cH:21][cH:22]2)[cH:11][cH:12][cH:13]1. Starting materials: COCCO (2-methoxy-ethanol), [H-].[Na+] (sodium hydride), O (Water), C(C)(=O)N1C(CN(CC1C)C1=CC=C(C=C1)C1=NC2=CC(=CC(=C2C(N1)=O)OC)F)C (2-[4-(4-acetyl-3,5-dimethyl-piperazin-1-yl)-phenyl]-7-fluoro-5-methoxy-3H-quinazolin-4-one). Solvent: CS(=O)C (dimethyl sulfoxide), C(C)(=O)O (acetic acid). Run at time 20 minute. Product: C(C)(=O)N1[C@@H](CN(C[C@@H]1C)C1=CC=C(C=C1)C1=NC2=CC(=CC(=C2C(N1)=O)OC)OCCOC)C (2-(4-((3R,5S)-4-Acetyl-3,5-dimethylpiperazin-1-yl)phenyl)-5-methoxy-7-(2-methoxyethoxy)quinazolin-4(3H)-one). RXN SMILES: [CH3:1][O:2][CH2:3][CH2:4][OH:5].[H-].[Na+].[C:8]([N:11]1[CH:16]([CH3:17])[CH2:15][N:14]([C:18]2[CH:23]=[CH:22][C:21]([C:24]3[NH:33][C:32](=[O:34])[C:31]4[C:26](=[CH:27][C:28](F)=[CH:29][C:30]=4[O:35][CH3:36])[N:25]=3)=[CH:20][CH:19]=2)[CH2:13][CH:12]1[CH3:38])(=[O:10])[CH3:9].O>CS(C)=O.C(O)(=O)C>[C:8]([N:11]1[C@@H:16]([CH3:17])[CH2:15][N:14]([C:18]2[CH:23]=[CH:22][C:21]([C:24]3[NH:33][C:32](=[O:34])[C:31]4[C:26](=[CH:27][C:28]([O:5][CH2:4][CH2:3][O:2][CH3:1])=[CH:29][C:30]=4[O:35][CH3:36])[N:25]=3)=[CH:20][CH:19]=2)[CH2:13][C@H:12]1[CH3:38])(=[O:10])[CH3:9] |f:1.2|. Procedure details: To a solution of 2-methoxy-ethanol (1.00 g, 13.4 mmol) in dimethyl sulfoxide (4 mL), sodium hydride (60% suspension in mineral oil, 0.50 g, 12.5 mmol) was added in portions, and the reaction mixture was stirred at room temperature for 20 minutes. To this reaction mixture was added 2-[4-(4-acetyl-3,5-dimethyl-piperazin-1-yl)-phenyl]-7-fluoro-5-methoxy-3H-quinazolin-4-one (0.57 g, 1.34 mmol) and the reaction mixture was stirred at 85° C. for 24 hours. Water was added. The mixture was acidified to ... Isolated yield 61.5%. Procedure details: A solution of 2,2,2-trifluoro-N-(4-(N-(1-hydroxy-1,3-dihydrobenzo[c][1,2]oxaborol-6-yl)sulfamoyl)-3-((5-propyl-1,3,4-oxadiazol-2-yl)methyl)phenyl)acetamide (390 mg, 0.74 mmol) in 7M ammonium in MeOH (10 mL) was stirred in a sealed tube at 50° C. for 4 hours. After concentrated, the crude mixture was purified by prep HPLC (SunFire Prep C18 OBD 5 uM 30×50 mm column) to give the title compound as a yellow solid (195 mg, yield 62%). MS calcd for (C19H21BN4O5S): 428.3. MS found (ESI negative): (M−H)−... Run in [NH4+] (ammonium), CO (MeOH). As a reaction SMILES: FC(F)(F)C([NH:5][C:6]1[CH:11]=[CH:10][C:9]([S:12](=[O:25])(=[O:24])[NH:13][C:14]2[CH:15]=[CH:16][C:17]3[CH2:21][O:20][B:19]([OH:22])[C:18]=3[CH:23]=2)=[C:8]([CH2:26][C:27]2[O:28][C:29]([CH2:32][CH2:33][CH3:34])=[N:30][N:31]=2)[CH:7]=1)=O>[NH4+].CO>[NH2:5][C:6]1[CH:11]=[CH:10][C:9]([S:12]([NH:13][C:14]2[CH:15]=[CH:16][C:17]3[CH2:21][O:20][B:19]([OH:22])[C:18]=3[CH:23]=2)(=[O:24])=[O:25])=[C:8]([CH2:26][C:27]2[O:28][C:29]([CH2:32][CH2:33][CH3:34])=[N:30][N:31]=2)[CH:7]=1. Yields the product NC1=CC(=C(C=C1)S(=O)(=O)NC=1C=CC2=C(B(OC2)O)C1)CC=1OC(=NN1)CCC (4-Amino-N-(1-hydroxy-1,3-dihydrobenzo[c][1,2]oxaborol-6-yl)-2-((5-propyl-1,3,4-oxadiazol-2-yl)methyl)benzenesulfonamide). Reactants: FC(C(=O)NC1=CC(=C(C=C1)S(NC=1C=CC2=C(B(OC2)O)C1)(=O)=O)CC=1OC(=NN1)CCC)(F)F (2,2,2-trifluoro-N-(4-(N-(1-hydroxy-1,3-dihydrobenzo[c][1,2]oxaborol-6-yl)sulfamoyl)-3-((5-propyl-1,3,4-oxadiazol-2-yl)methyl)phenyl)acetamide). The product is C(C)(C)(C)C1=CC=C(C=C1)C1=C(C(=NN1C)C(C)=NNC(=S)NC1=CC=C(S1)C(=O)O)O (5-{[(2-{1-[5-(4-t-butylphenyl)-4-hydroxy-1-methyl-1H-pyrazol-3-yl]ethylidene}hydrazino)-carbonothioyl]amino}-2-thiophenecarboxylic acid). Starting materials: C(C)(C)(C)C1=CC=C(C=C1)C1=C(C(=NN1C)C(C)=O)O (1-[5-(4-t-butylphenyl)-4-hydroxy-1-methyl-1H-pyrazol-3-yl]ethanone), N(N)C(=S)NC1=CC=C(S1)C(=O)O (5-hydrazinocabonothioylamino-2-thiophenecarboxylic acid). As a reaction SMILES: [C:1]([C:5]1[CH:10]=[CH:9][C:8]([C:11]2[N:15]([CH3:16])[N:14]=[C:13]([C:17](=O)[CH3:18])[C:12]=2[OH:20])=[CH:7][CH:6]=1)([CH3:4])([CH3:3])[CH3:2].[NH:21]([C:23]([NH:25][C:26]1[S:30][C:29]([C:31]([OH:33])=[O:32])=[CH:28][CH:27]=1)=[S:24])[NH2:22]>>[C:1]([C:5]1[CH:10]=[CH:9][C:8]([C:11]2[N:15]([CH3:16])[N:14]=[C:13]([C:17](=[N:22][NH:21][C:23]([NH:25][C:26]3[S:30][C:29]([C:31]([OH:33])=[O:32])=[CH:28][CH:27]=3)=[S:24])[CH3:18])[C:12]=2[OH:20])=[CH:7][CH:6]=1)([CH3:4])([CH3:3])[CH3:2]. Reported procedure: From 1-[5-(4-t-butylphenyl)-4-hydroxy-1-methyl-1H-pyrazol-3-yl]ethanone (40.0 mg, 0.15 mmol) and 5-hydrazinocabonothioylamino-2-thiophenecarboxylic acid (35.5 mg, 0.15 mmol), the desired product was obtained in the same manner as in Synthetic Example 2 as a yellow solid (57.3 mg, yield 83%). Starting materials: C(CCC)[Sn](O[Sn](OCCCC)(CCCC)CCCC)(OCCCC)CCCC (1,1,3,3-tetrabutyl-1,3-di(butyloxy)-distannoxane), C(CCC)[Sn](O[Sn](OCCCC)(CCCC)CCCC)(OCCCC)CCCC (1,1,3,3-tetrabutyl-1,3-di(butyloxy)-distannoxane). The solvent is C(CCC)O (1-butanol). Run at temperature 140 celsius, time 24 minute. Product: C(CCC)[Sn](OCCCC)(OCCCC)CCCC (dibutyl-di(butyloxy)tin). Isolated yield 44.4%. Reaction SMILES: C([Sn](CCCC)(OCCCC)[O:6][Sn:7]([CH2:17][CH2:18][CH2:19][CH3:20])([CH2:13][CH2:14][CH2:15][CH3:16])[O:8][CH2:9][CH2:10][CH2:11][CH3:12])CCC>C(O)CCC>[CH2:17]([Sn:7]([CH2:13][CH2:14][CH2:15][CH3:16])([O:6][CH2:9][CH2:10][CH2:11][CH3:12])[O:8][CH2:9][CH2:10][CH2:11][CH3:12])[CH2:18][CH2:19][CH3:20]. Procedure details: A feed pump was used to start feeding the starting material 1,1,3,3-tetrabutyl-1,3-di(butyloxy)-distannoxane prepared in the same manner as in Example 12 from supply line 41 at 280 g/Hr and the reactant 1-butanol (manufactured by Wako Pure Chemical Industries Ltd., Japan, industrial product) from supply line 42 at 1,400 g/Hr. The holding time in the reactor was 24 minutes. Reaction solution which accumulated in the reactor lower portion was circulated at 6,000 g/Hr by the circulation line 44 and... The reactants are N(=NC(=O)OC(C)C)C(=O)OC(C)C (diisopropyl azodicarboxylate), C(C1=CC=CC=C1)(=O)OC1=CC(=C(C(=C1)C)O)CC (3-ethyl-4-hydroxy-5-methylphenyl benzoate), FC(C1=CC=C(C(=O)NCCCO)C=C1)(F)F (3-(4-(trifluoromethyl)benzamido)propan-1-ol), C1(=CC=CC=C1)P(C1=CC=CC=C1)C1=CC=CC=C1 (triphenylphosphine). Solvent: O1CCCC1 (tetrahydrofuran), O1CCCC1 (tetrahydrofuran). Product: C(C1=CC=CC=C1)(=O)OC1=C(C(=CC=C1)NC(C1=CC=C(C=C1)C(F)(F)F)=O)OCCC (3-(4-(trifluromethyl)benzamido)-propyloxyphenyl benzoate). The yield is 90.0%. As a reaction SMILES: [C:1]([O:9][C:10]1[CH:15]=[C:14](C)[C:13](O)=[C:12](CC)[CH:11]=1)(=[O:8])[C:2]1[CH:7]=[CH:6][CH:5]=[CH:4][CH:3]=1.[F:20][C:21]([F:36])([F:35])[C:22]1[CH:34]=[CH:33][C:25]([C:26]([NH:28]CCCO)=[O:27])=[CH:24][CH:23]=1.[C:37]1(P(C2C=CC=CC=2)C2C=CC=CC=2)[CH:42]=CC=C[CH:38]=1.N(C(OC(C)C)=O)=NC(OC(C)C)=[O:59]>O1CCCC1>[C:1]([O:9][C:10]1[CH:11]=[CH:12][CH:13]=[C:14]([NH:28][C:26](=[O:27])[C:25]2[CH:33]=[CH:34][C:22]([C:21]([F:35])([F:36])[F:20])=[CH:23][CH:24]=2)[C:15]=1[O:59][CH2:38][CH2:37][CH3:42])(=[O:8])[C:2]1[CH:3]=[CH:4][CH:5]=[CH:6][CH:7]=1. Procedure details: To a mixture of 0.5 g of crude 3-ethyl-4-hydroxy-5-methylphenyl benzoate, 0.48 g of 3-(4-(trifluoromethyl)benzamido)propan-1-ol, 0.54 g of triphenylphosphine and 10 ml of tetrahydrofuran was added dropwise a solution of 0.41 g of diisopropyl azodicarboxylate dissolved in 2 ml of tetrahydrofuran, while stirring at room temperature. After stirring at room temperature for 24 hours, the reaction mixture was concentrated under reduced pressure to give a residue. The residue was subjected to silica ge... Reactants: B(Br)(Br)Br (BBr3), ClC1=C(C=CC=C1)C1=CC=2N(C=3C=CC(=CC3C2C2=C1C(NC2=O)=O)OC)CCO (4-(2-Chlorophenyl)-6-(2-hydroxyethyl)-9-methoxypyrrolo[3,4-c]carbazole-1,3(2H,6H)-dione), ClC1=C(C=CC=C1)C1=CC=2N(C=3C=CC(=CC3C2C2=C1C(NC2=O)=O)OC)CCO (4-(2-Chlorophenyl)-6-(2-hydroxyethyl)-9-methoxypyrrolo[3,4-c]carbazole-1,3(2H,6H)-dione). Product: ClC1=C(C=CC=C1)C1=CC=2N(C=3C=CC(=CC3C2C2=C1C(NC2=O)=O)O)CCO (4-(2-Chlorophenyl)-6-(2-hydroxyethyl)-9-hydroxypyrrolo[3,4-c]carbazole-1,3(2H,6H)-dione), VI. The yield is 87.0%. Reaction SMILES: [Cl:1][C:2]1[CH:7]=[CH:6][CH:5]=[CH:4][C:3]=1[C:8]1[C:20]2[C:21](=[O:25])[NH:22][C:23](=[O:24])[C:19]=2[C:18]2[C:17]3[CH:16]=[C:15]([O:26]C)[CH:14]=[CH:13][C:12]=3[N:11]([CH2:28][CH2:29][OH:30])[C:10]=2[CH:9]=1.B(Br)(Br)Br>>[Cl:1][C:2]1[CH:7]=[CH:6][CH:5]=[CH:4][C:3]=1[C:8]1[C:20]2[C:21](=[O:25])[NH:22][C:23](=[O:24])[C:19]=2[C:18]2[C:17]3[CH:16]=[C:15]([OH:26])[CH:14]=[CH:13][C:12]=3[N:11]([CH2:28][CH2:29][OH:30])[C:10]=2[CH:9]=1. Procedure details: The reaction of 4-(2-Chlorophenyl)-6-(2-hydroxyethyl)-9-methoxypyrrolo[3,4-c]carbazole-1,3(2H,6H)-dione (V; Ar=2-chlorophenyl, R10═CH2CH2OH) (46) prepared according to example 43 with BBr3 using the procedure described in example 80 gave the 4-(2-Chlorophenyl)-6-(2-hydroxyethyl)-9-hydroxypyrrolo[3,4-c]carbazole-1,3(2H,6H)-dione (VI; Ar=2-chlorophenyl, R10═CH2CH2OH) (47) in a yield of 87% as a yellow/orange powder; mp 265° C. (dec). 1H NMR δ (CD3)2SO] 11.04 (br s, 1H), 9.33 (br s, 1H), 8.38 (d, J...